Dataset: the Open Reaction Database (ORD), a public repository of structured organic reaction records. Task: describe an organic reaction: reactants, conditions, products, and yield The reactants are [N+](=O)([O-])C1=C(C=CC=C1)C(C)OC(=O)Cl (1-(2-nitrophenyl)-1-ethoxycarbonyl chloride), C(C)(C)NC(C)C (diisopropylamine). Yields the product [N+](=O)([O-])C1=C(C=CC=C1)C(C)OC(=O)N(C(C)C)C(C)C (N-[1-(2-Nitrophenyl)-1-Ethoxycarbonyl]-N,N-Diisopropylamine). Yield: 57.0%. Reaction SMILES: [N+:1]([C:4]1[CH:9]=[CH:8][CH:7]=[CH:6][C:5]=1[CH:10]([O:12][C:13](Cl)=[O:14])[CH3:11])([O-:3])=[O:2].[CH:16]([NH:19][CH:20]([CH3:22])[CH3:21])([CH3:18])[CH3:17]>>[N+:1]([C:4]1[CH:9]=[CH:8][CH:7]=[CH:6][C:5]=1[CH:10]([O:12][C:13]([N:19]([CH:20]([CH3:22])[CH3:21])[CH:16]([CH3:18])[CH3:17])=[O:14])[CH3:11])([O-:3])=[O:2]. Procedure details: 1-(2-Nitrophenyl)-1-ethoxycarbonyl chloride (XIV; R3=H, R4=CH3; 1.4 g; 6 mmol) was dissolved in diisopropylamine (30 ml) under an inert atmosphere and the solution was refluxed for 48 hr. The resulting diisopropylammonium chloride was filtered off and excess of diisopropylamine was removed by evaporation under vacuum to give an oil, which was purified by flash chromatography on silica, eluting with dichloromethane to afford the required compound as a colourless solid. Recrystallization from tolu... Reactants: [OH-].[Na+] (NaOH), Cl (HCl), ice water, C(C)(C)C1=NN2C(C=CC=C2)=C1C(C(C)C)=O (1-(2-isopropylpyrazolo[1,5-a]pyridin-3-yl)-2-methylpropan-1-one), Cl.NO (hydroxylamine hydrochloride). The solvent is O (water), CCO (EtOH). Product: C(C)(C)C1=NN2C(C=CC=C2)=C1C(C(C)C)=NO (1-(2-isopropylpyrazolo[1,5-a]pyridin-3-yl)-2-methylpropan-1-one oxime). Yield: 48.9%. Reaction SMILES: [CH:1]([C:4]1[C:12]([C:13](=O)[CH:14]([CH3:16])[CH3:15])=[C:7]2[CH:8]=[CH:9][CH:10]=[CH:11][N:6]2[N:5]=1)([CH3:3])[CH3:2].Cl.[NH2:19][OH:20].[OH-].[Na+].Cl>CCO.O>[CH:1]([C:4]1[C:12]([C:13](=[N:19][OH:20])[CH:14]([CH3:16])[CH3:15])=[C:7]2[CH:8]=[CH:9][CH:10]=[CH:11][N:6]2[N:5]=1)([CH3:3])[CH3:2] |f:1.2,3.4|. Reported procedure: To a solution of 2.3 g (10 mmol) of 1-(2-isopropylpyrazolo[1,5-a]pyridin-3-yl)-2-methylpropan-1-one in 32 ml of anhydrous EtOH was added hydroxylamine hydrochloride 1.5 g (20 mmol), followed by dropwise addition of 2.4 g NaOH in 6 ml of water. The mixture was stirred and refluxed over night. After cooling, the solution was poured into a solution of 8.3 ml of 6N HCl and 380 ml ice water with stirring for 30 minutes. The precipitate was filtered and washed with ethyl ether-hexane to furnish 1.2 g ... The reactants are ClC(Cl)(Cl)Cl, ClCCl, CCCCCC, c1ccc(P(c2ccccc2)c2ccccc2)cc1, OC1C=CC(c2ccccc2)(c2ccccc2)C1. Product: ClC1C=CC(c2ccccc2)(c2ccccc2)C1. Reaction SMILES: [C:44]([Cl:45])([Cl:46])([Cl:47])[Cl:48].[CH2:49]([Cl:50])[Cl:51].[CH3:38][CH2:39][CH2:40][CH2:41][CH2:42][CH3:43].[c:19]1([P:20]([c:21]2[cH:22][cH:23][cH:24][cH:25][cH:26]2)[c:27]2[cH:28][cH:29][cH:30][cH:31][cH:32]2)[cH:33][cH:34][cH:35][cH:36][cH:37]1.[c:1]1([C:7]2([c:13]3[cH:14][cH:15][cH:16][cH:17][cH:18]3)[CH:8]=[CH:9][CH:10]([OH:12])[CH2:11]2)[cH:2][cH:3][cH:4][cH:5][cH:6]1>>[c:1]1([C:7]2([c:13]3[cH:14][cH:15][cH:16][cH:17][cH:18]3)[CH:8]=[CH:9][CH:10]([Cl:45])[CH2:11]2)[cH:2][cH:3][cH:4][cH:5][cH:6]1. RXN SMILES: [CH3:1][O:2][CH:3]([O:13][CH3:14])[CH2:4][S:5][C:6]1[CH:7]=[C:8]([OH:12])[CH:9]=[CH:10][CH:11]=1.[N+:15]([C:18]1[CH:19]=[C:20]([N:24]=[C:25]=[O:26])[CH:21]=[CH:22][CH:23]=1)([O-:17])=[O:16].[N-]=C=O>C1C=CC=CC=1.C(N(CC)CC)C>[N+:15]([C:18]1[CH:19]=[C:20]([NH:24][C:25](=[O:26])[O:12][C:8]2[CH:9]=[CH:10][CH:11]=[C:6]([S:5][CH2:4][CH:3]([O:2][CH3:1])[O:13][CH3:14])[CH:7]=2)[CH:21]=[CH:22][CH:23]=1)([O-:17])=[O:16]. Reagents/catalysts: C(C)N(CC)CC (triethylamine). Conditions: time 6 hour. The reactants are [N+](=O)([O-])C=1C=C(C=CC1)N=C=O (3-Nitrophenyl isocyanate), COC(CSC=1C=C(C=CC1)O)OC (3-(2,2-Dimethoxyethylthio)phenol), [N-]=C=O (isocyanate). Procedure details: 3-(2,2-Dimethoxyethylthio)phenol (0.05 mole) dissolved in benzene (10 ml) is charged into a glass reaction flask equipped with a mechanical stirrer. 3-Nitrophenyl isocyanate (0.06 mole) and triethylamine (3 drops) are then added and the resulting mixture is stirred at room temperature for a period of about 6 hours. The mixture is then stripped of solvent and unreacted isocyanate to yield the desired product O-[3-(2,2-dimethoxyethylthio) phenyl] N-3-nitrophenylcarbamate as the residue. Run in C1=CC=CC=C1 (benzene). The product is [N+](=O)([O-])C=1C=C(C=CC1)NC(OC1=CC(=CC=C1)SCC(OC)OC)=O (O-[3-(2,2-dimethoxyethylthio) phenyl] N-3-nitrophenylcarbamate). The reactants are O=C(O)CCCCBr, CC(C)(C)O, CCOC(C)=O, O=C(OC(=O)C(F)(F)F)C(F)(F)F, C1CCOC1, O. Product: CC(C)(C)OC(=O)CCCCBr. As a reaction SMILES: [Br:14][CH2:15][CH2:16][CH2:17][CH2:18][C:19](=[O:20])[OH:21].[CH3:22][C:23]([CH3:24])([CH3:25])[OH:26].[CH3:33][CH2:34][O:35][C:36](=[O:37])[CH3:38].[F:1][C:2]([F:3])([F:4])[C:5]([O:6][C:7](=[O:8])[C:9]([F:10])([F:11])[F:12])=[O:13].[O:28]1[CH2:29][CH2:30][CH2:31][CH2:32]1.[OH2:27]>>[Br:14][CH2:15][CH2:16][CH2:17][CH2:18][C:19]([O:20][C:23]([CH3:22])([CH3:24])[CH3:25])=[O:21]. Reactants: Cc1c(Br)cccc1Nc1ncnc2c(F)cccc12, Cc1ccccc1, CCO, [Na+], [Na+], O=C([O-])[O-], CC(C)(O)c1ccc2c(c1)[nH]c1c(C(N)=O)ccc(B3OC(C)(C)C(C)(C)O3)c12, c1ccc(P(c2ccccc2)(c2ccccc2)[Pd](P(c2ccccc2)(c2ccccc2)c2ccccc2)(P(c2ccccc2)(c2ccccc2)c2ccccc2)P(c2ccccc2)(c2ccccc2)c2ccccc2)cc1. Yields the product Cc1c(Nc2ncnc3c(F)cccc23)cccc1-c1ccc(C(N)=O)c2[nH]c3cc(C(C)(C)O)ccc3c12. As a reaction SMILES: [Br:30][c:31]1[c:32]([CH3:49])[c:33]([NH:37][c:38]2[n:39][cH:40][n:41][c:42]3[c:43]([F:48])[cH:44][cH:45][cH:46][c:47]23)[cH:34][cH:35][cH:36]1.[CH3:56][c:57]1[cH:58][cH:59][cH:60][cH:61][cH:62]1.[CH3:63][CH2:64][OH:65].[Na+:50].[Na+:51].[O-:52][C:53](=[O:54])[O-:55].[OH:1][C:2]([CH3:3])([CH3:4])[c:5]1[cH:6][cH:7][c:8]2[c:9]3[c:10]([B:21]4[O:22][C:23]([CH3:24])([CH3:25])[C:26]([CH3:27])([CH3:28])[O:29]4)[cH:11][cH:12][c:13]([C:18](=[O:19])[NH2:20])[c:14]3[nH:15][c:16]2[cH:17]1.[cH:66]1[cH:67][cH:68][c:69]([P:70]([Pd:71]([P:72]([c:73]2[cH:74][cH:75][cH:76][cH:77][cH:78]2)([c:79]2[cH:80][cH:81][cH:82][cH:83][cH:84]2)[c:85]2[cH:86][cH:87][cH:88][cH:89][cH:90]2)([P:91]([c:92]2[cH:93][cH:94][cH:95][cH:96][cH:97]2)([c:98]2[cH:99][cH:100][cH:101][cH:102][cH:103]2)[c:104]2[cH:105][cH:106][cH:107][cH:108][cH:109]2)[P:110]([c:111]2[cH:112][cH:113][cH:114][cH:115][cH:116]2)([c:117]2[cH:118][cH:119][cH:120][cH:121][cH:122]2)[c:123]2[cH:124][cH:125][cH:126][cH:127][cH:128]2)([c:129]2[cH:130][cH:131][cH:132][cH:133][cH:134]2)[c:135]2[cH:136][cH:137][cH:138][cH:139][cH:140]2)[cH:141][cH:142]1>>[OH:1][C:2]([CH3:3])([CH3:4])[c:5]1[cH:6][cH:7][c:8]2[c:9]3[c:10](-[c:31]4[c:32]([CH3:49])[c:33]([NH:37][c:38]5[n:39][cH:40][n:41][c:42]6[c:43]([F:48])[cH:44][cH:45][cH:46][c:47]56)[cH:34][cH:35][cH:36]4)[cH:11][cH:12][c:13]([C:18](=[O:19])[NH2:20])[c:14]3[nH:15][c:16]2[cH:17]1. The reactants are C(CC)(=O)OC1=C(C(=CC(=C1)C(C)(C)C)C(C)(C)C)CNC(CC)=O (3,5-Di-tert-butyl-2-[(propionylamino)methyl]phenyl propionate), [H-].[Al+3].[Li+].[H-].[H-].[H-] (lithium aluminum hydride). Yields the product C(C)(C)(C)C=1C(=C(C=C(C1)C(C)(C)C)O)CNCCC (3,5-Di-tert-butyl-2-[(propylamino)methyl]phenol). As a reaction SMILES: C([O:5][C:6]1[CH:11]=[C:10]([C:12]([CH3:15])([CH3:14])[CH3:13])[CH:9]=[C:8]([C:16]([CH3:19])([CH3:18])[CH3:17])[C:7]=1[CH2:20][NH:21][C:22](=O)[CH2:23][CH3:24])(=O)CC.[H-].[Al+3].[Li+].[H-].[H-].[H-]>>[C:16]([C:8]1[C:7]([CH2:20][NH:21][CH2:22][CH2:23][CH3:24])=[C:6]([OH:5])[CH:11]=[C:10]([C:12]([CH3:14])([CH3:13])[CH3:15])[CH:9]=1)([CH3:17])([CH3:18])[CH3:19] |f:1.2.3.4.5.6|. Reported procedure: Using the procedure described in Example 20, the product of Step A from was reduced with lithium aluminum hydride to afford the title compound.